From a dataset of the Open Reaction Database (ORD), a public repository of structured organic reaction records. describe an organic reaction: reactants, conditions, products, and yield Reactants: ClC1=C2C(=NC(=C1N1C[C@H](O[C@H](C1)C)C)C=O)C(=NO2)C2=CN=C(S2)C (7-chloro-6-((2R,6S)-2,6-dimethylmorpholino)-3-(2-methylthiazol-5-yl)isoxazolo[4,5-b]pyridine-5-carbaldehyde), ClC1=C2C(=NC(=C1N1C[C@H](O[C@H](C1)C)C)C=O)C(=NO2)C2=CN=C(S2)C (7-chloro-6-((2R,6S)-2,6-dimethylmorpholino)-3-(2-methylthiazol-5-yl)isoxazolo[4,5-b]pyridine-5-carbaldehyde), N1C(=O)NC(=O)CC1=O (barbituric acid). Run in C(C)(C)O (isopropanol). Reaction conditions: temperature 80 celsius. Product: ClC=1C2=C(N=C3CC4(C(NC(NC4=O)=O)=O)[C@@H]4N(C13)C[C@H](O[C@H]4C)C)C(=NO2)C2=CN=C(S2)C ((2R,4S,4aS)-rel-11-Chloro-2,4-dimethyl-8-(2-methylthiazol-5-yl)-2,4,4a,6-tetrahydro-1H,1′H-spiro[isoxazolo[4,5-g][1,4]oxazino[4,3-a][1,5]naphthyridine-5,5′-pyrimidine]-2′,4′,6′(3H)-trione). The yield is 13.6%. As a reaction SMILES: [Cl:1][C:2]1[C:7]([N:8]2[CH2:13][C@H:12]([CH3:14])[O:11][C@H:10]([CH3:15])[CH2:9]2)=[C:6]([CH:16]=O)[N:5]=[C:4]2[C:18]([C:21]3[S:25][C:24]([CH3:26])=[N:23][CH:22]=3)=[N:19][O:20][C:3]=12.[NH:27]1[C:34](=[O:35])[CH2:33][C:31](=[O:32])[NH:30][C:28]1=[O:29]>C(O)(C)C>[Cl:1][C:2]1[C:3]2[O:20][N:19]=[C:18]([C:21]3[S:25][C:24]([CH3:26])=[N:23][CH:22]=3)[C:4]=2[N:5]=[C:6]2[C:7]=1[N:8]1[CH2:9][C@@H:10]([CH3:15])[O:11][C@@H:12]([CH3:14])[C@@H:13]1[C:33]1([C:31](=[O:32])[NH:30][C:28](=[O:29])[NH:27][C:34]1=[O:35])[CH2:16]2. Reported procedure: To isopropanol (20 ml) was added to 7-chloro-6-((2R,6S)-2,6-dimethylmorpholino)-3-(2-methylthiazol-5-yl)isoxazolo[4,5-b]pyridine-5-carbaldehyde (Intermediate 414, 0.26 g, 0.66 mmol) and barbituric acid (0.085 g, 0.66 mmol), and the mixture was heated to 80° C. for about 2 days. The mixture was concentrated, and crystallization of the crude mixture from methanol gave 45 mg of the title compound. Reactants: Cc1cccc(NC2(C(N)=O)CCN(Cc3ccccc3)CC2)c1, CC(=O)O, [K+], [OH-], O, OCCO. Product: Cc1cccc(NC2(C(=O)O)CCN(Cc3ccccc3)CC2)c1. RXN SMILES: [CH2:1]([c:2]1[cH:3][cH:4][cH:5][cH:6][cH:7]1)[N:8]1[CH2:9][CH2:10][C:11]([C:12](=[O:13])[NH2:14])([NH:17][c:18]2[cH:19][c:20]([CH3:24])[cH:21][cH:22][cH:23]2)[CH2:15][CH2:16]1.[CH3:27][C:28]([OH:29])=[O:30].[K+:26].[OH-:25].[OH2:35].[OH:31][CH2:32][CH2:33][OH:34]>>[CH2:1]([c:2]1[cH:3][cH:4][cH:5][cH:6][cH:7]1)[N:8]1[CH2:9][CH2:10][C:11]([C:12](=[O:13])[OH:29])([NH:17][c:18]2[cH:19][c:20]([CH3:24])[cH:21][cH:22][cH:23]2)[CH2:15][CH2:16]1. Reactants: ClC1=NC(=C2N=C(N(C2=N1)C1OCCCC1)C1(COC1)O)N1CCOCC1 (3-(2-Chloro-6-morpholino-9-(tetrahydro-2H-pyran-2-yl)-9H-purin-8-yl)oxetan-3-ol), C1(=CC=C(C=C1)S(=O)(=O)O)C (p-toluenesulfonic acid). Solvent: CO (MeOH). Conditions: temperature 50 celsius. Yields the product ClC1=NC(=C2N=C(NC2=N1)C1(COC1)O)N1CCOCC1 (3-(2-chloro-6-morpholino-9H-purin-8-yl)oxetan-3-ol). Yield: 85.5%. RXN SMILES: [Cl:1][C:2]1[N:10]=[C:9]2[C:5]([N:6]=[C:7]([C:17]3([OH:21])[CH2:20][O:19][CH2:18]3)[N:8]2C2CCCCO2)=[C:4]([N:22]2[CH2:27][CH2:26][O:25][CH2:24][CH2:23]2)[N:3]=1.C1(C)C=CC(S(O)(=O)=O)=CC=1>CO>[Cl:1][C:2]1[N:10]=[C:9]2[C:5]([N:6]=[C:7]([C:17]3([OH:21])[CH2:20][O:19][CH2:18]3)[NH:8]2)=[C:4]([N:22]2[CH2:23][CH2:24][O:25][CH2:26][CH2:27]2)[N:3]=1. Procedure details: 3-(2-Chloro-6-morpholino-9-(tetrahydro-2H-pyran-2-yl)-9H-purin-8-yl)oxetan-3-ol (1.8 g, 0.0045 mol) in MeOH (50 mL) was treated with cat. amount of p-toluenesulfonic acid (78 mg, 0.00044 mol). The reaction mixture was heated to 50° C. overnight and was then concentrated under reduce pressure. The residue was partitioned between water and EtOAc. The organic extracts were washed with water, brine, dried over MgSO4 and concentrated to dryness to give 3-(2-chloro-6-morpholino-9H-purin-8-yl)oxetan-3-... Starting materials: C[C@H](CCCC(C)C)[C@H]1CC[C@@H]\2[C@@]1(CCC/C2=C\C=C/3\C[C@H](CCC3=C)O)C (dihydrocholesterol), I(=O)(=O)C1=C(C(=O)O)C=CC=C1 (o-iodoxybenzoic acid). Run in C1CCOC1 (THF), CS(=O)C (DMSO). The product is CC(C)CCC[C@@H](C)[C@H]1CC[C@H]2[C@@H]3CC[C@H]4CC(CC[C@]4(C)[C@H]3CC[C@]12C)=O (5α-cholestan-3-one). The yield is 89.5%. As a reaction SMILES: [CH3:1][C@@H:2]([C@@H:9]1[C@@:13]2([CH3:28])[CH2:14][CH2:15][CH2:16]/[C:17](=[CH:18]\[CH:19]=[C:20]3\[CH2:21][C@@H:22]([OH:27])[CH2:23][CH2:24][C:25]\3=[CH2:26])/[C@@H:12]2[CH2:11][CH2:10]1)[CH2:3][CH2:4][CH2:5][CH:6]([CH3:8])[CH3:7].I(C1C=CC=CC=1C(O)=O)(=O)=O>C1COCC1.CS(C)=O>[CH3:8][CH:6]([CH2:5][CH2:4][CH2:3][C@H:2]([C@@H:9]1[C@:13]2([CH3:28])[C@H:12]([C@H:17]3[C@H:16]([CH2:15][CH2:14]2)[C@:25]2([CH3:26])[C@H:20]([CH2:21][C:22](=[O:27])[CH2:23][CH2:24]2)[CH2:19][CH2:18]3)[CH2:11][CH2:10]1)[CH3:1])[CH3:7]. Procedure: A solution of dihydrocholesterol (1.94 g; 5 mmol) in THF (8 ml) was added to a solution of o-iodoxybenzoic acid I (2.10 g, 7.5 mmol) in DMSO (14 ml). After 2 hr precipitation of a white solid was observed. After 5 hr the reaction solution was poured into Na2CO3 (5%, 40 ml) and extracted with diethyl ether/n-hexane (50:50; 3×30 ml). The combined organic layers were washed with water (2×15 ml), dried over sodium sulfate and brought to dryness under vacuum. The residue was crystallised from ethanol... Reactants: C1CCOC1, CI, [H-], [Na+], CC(C)(C)OC(=O)N1CCCC1CO. Yields the product COCC1CCCN1C(=O)OC(C)(C)C. As a reaction SMILES: [CH2:19]1[O:20][CH2:21][CH2:22][CH2:23]1.[CH3:17][I:18].[H-:1].[Na+:2].[OH:3][CH2:4][CH:5]1[N:6]([C:10](=[O:11])[O:12][C:13]([CH3:14])([CH3:15])[CH3:16])[CH2:7][CH2:8][CH2:9]1>>[O:3]([CH2:4][CH:5]1[N:6]([C:10](=[O:11])[O:12][C:13]([CH3:14])([CH3:15])[CH3:16])[CH2:7][CH2:8][CH2:9]1)[CH3:17]. Reactants: 2-Amino-4,5-dimethoxyacetophanone oxime, C1(=CC=CC=C1)C (toluene), C1(CCCC1)=O (cyclopentanone), C1(=CC=C(C=C1)S(=O)(=O)O)C (p- toluenesulfonic acid). Run at temperature 55 celsius, time 24 hour. Product: C(C)(=O)OCC.C(C)O (ethyl acetate ethanol). Isolated yield 39.0%. As a reaction SMILES: [C:1]1(=[O:6])[CH2:5]CC[CH2:2]1.C1(C)C=CC(S(O)(=O)=[O:14])=CC=1.[C:18]1([CH3:24])C=CC=CC=1>>[C:18]([O:6][CH2:1][CH3:5])(=[O:14])[CH3:24].[CH2:1]([OH:6])[CH3:2] |f:3.4|. Procedure details: 2-Amino-4,5-dimethoxyacetophanone oxime (1.0 g, 4.76 mmol) was suspended in 35 ml toluene, and cyclopentanone (0.42 ml, 4.76 mmol) was added, followed by 10 mg of p- toluenesulfonic acid. The mixture was stirred at 55° C. for 24 hours. The resultant solid was collected by filtration and recrystallized from ethyl acetate-ethanol (39% yield). m.p. 225°-227 C.